describe an organic reaction: reactants, conditions, products, and yield From a dataset of the Open Reaction Database (ORD), a public repository of structured organic reaction records. The reactants are ClC=1C=C2C(=CN(C2=CC1)C1=CC=C(C=C1)F)C1CCN(CC1)CCN1C(NCC1)=O (5-chloro-1-(4-fluorophenyl)-3-[1-[2-(2-imidazolidinon-1-yl)ethyl]-4-piperidyl]-1H-indole), aqueous solution, C=O (formaldehyde). Solvent: O1CCCC1 (tetrahydrofuran). Conditions: temperature 50 celsius. Product: ClC=1C=C2C(=CN(C2=CC1)C1=CC=C(C=C1)F)C1CCN(CC1)CCN1C(N(CC1)CO)=O (5-Chloro-1-(4-fluorophenyl)-3-[1-[2-(3-hydroxymethyl-2-imidazolidinon-1-yl)ethyl]-4-piperidyl]-1H-indole). As a reaction SMILES: [Cl:1][C:2]1[CH:3]=[C:4]2[C:8](=[CH:9][CH:10]=1)[N:7]([C:11]1[CH:16]=[CH:15][C:14]([F:17])=[CH:13][CH:12]=1)[CH:6]=[C:5]2[CH:18]1[CH2:23][CH2:22][N:21]([CH2:24][CH2:25][N:26]2[CH2:30][CH2:29][NH:28][C:27]2=[O:31])[CH2:20][CH2:19]1.[CH2:32]=[O:33]>O1CCCC1>[Cl:1][C:2]1[CH:3]=[C:4]2[C:8](=[CH:9][CH:10]=1)[N:7]([C:11]1[CH:12]=[CH:13][C:14]([F:17])=[CH:15][CH:16]=1)[CH:6]=[C:5]2[CH:18]1[CH2:23][CH2:22][N:21]([CH2:24][CH2:25][N:26]2[CH2:30][CH2:29][N:28]([CH2:32][OH:33])[C:27]2=[O:31])[CH2:20][CH2:19]1. Procedure details: To a solution of 5-chloro-1-(4-fluorophenyl)-3-[1-[2-(2-imidazolidinon-1-yl)ethyl]-4-piperidyl]-1H-indole (4.4 g) in tetrahydrofuran (25 ml) at room temperature was added dropwise a 30% aqueous solution of formaldehyde (800 mg). The mixture was heated at 50 ° C. for 2 h. Solvents were evaporated in vacuo and excess H2O was removed by evaporation with toluene. By addition of acetone the title compound crystallized. Recrystallization from acetone afforded 3.2 g of pure 5a. Mp: 118°-119 ° C. 1H NMR...